This data is from the Open Reaction Database (ORD), a public repository of structured organic reaction records. The task is: describe an organic reaction: reactants, conditions, products, and yield Reactants: FC(C1=CC(=C(C=C1)N)N)(F)F (4-trifluoromethyl-1,2-phenylenediamine), COC1=C(C(=O)O)C=CC(=C1)NS(=O)(=O)C (2-methoxy-4-methanesulfonylamino-benzoic acid). The product is FC(C1=CC2=C(N=C(N2)C2=C(C=C(C=C2)NS(=O)(=O)C)OC)C=C1)(F)F (5-Trifluoromethyl-2-(2'-methoxy-4'-methanesulfonylaminophenyl)-benzimidazole). RXN SMILES: [F:1][C:2]([F:12])([F:11])[C:3]1[CH:8]=[CH:7][C:6]([NH2:9])=[C:5]([NH2:10])[CH:4]=1.[CH3:13][O:14][C:15]1[CH:23]=[C:22]([NH:24][S:25]([CH3:28])(=[O:27])=[O:26])[CH:21]=[CH:20][C:16]=1[C:17](O)=O>>[F:1][C:2]([F:11])([F:12])[C:3]1[CH:8]=[CH:7][C:6]2[N:9]=[C:17]([C:16]3[CH:20]=[CH:21][C:22]([NH:24][S:25]([CH3:28])(=[O:27])=[O:26])=[CH:23][C:15]=3[O:14][CH3:13])[NH:10][C:5]=2[CH:4]=1. Procedure: Prepared analogously to Example 14 from 4-trifluoromethyl-1,2-phenylenediamine and 2-methoxy-4-methanesulfonylamino-benzoic acid. The reactants are Fc1cccnc1Br, ClC(Cl)Cl, O=C(OO)c1cccc(Cl)c1. The product is [O-][n+]1cccc(F)c1Br. Reaction SMILES: [Br:1][c:2]1[n:3][cH:4][cH:5][cH:6][c:7]1[F:8].[CH:20]([Cl:21])([Cl:22])[Cl:23].[OH:9][O:10][C:11]([c:12]1[cH:13][c:14]([Cl:15])[cH:16][cH:17][cH:18]1)=[O:19]>>[Br:1][c:2]1[n+:3]([O-:9])[cH:4][cH:5][cH:6][c:7]1[F:8]. Starting materials: CO, C[O-], N#Cc1c(F)c(F)c(F)c(F)c1F, [Na+]. Yields the product COc1c(F)c(F)c(C#N)c(F)c1F. As a reaction SMILES: [CH3:17][OH:18].[CH3:1][O-:2].[F:4][c:5]1[c:6]([F:16])[c:7]([F:15])[c:8]([F:14])[c:9]([F:13])[c:10]1[C:11]#[N:12].[Na+:3]>>[CH3:1][O:2][c:7]1[c:6]([F:16])[c:5]([F:4])[c:10]([C:11]#[N:12])[c:9]([F:13])[c:8]1[F:14]. Reactants: CNC(=O)c1cc(Oc2ccc3nc(S(C)=O)sc3c2)ccn1, CN1CCCC1=O, CC(C)(C)OC(=O)N1CCCC(N)C1. Product: CNC(=O)c1cc(Oc2ccc3nc(NC4CCCN(C(=O)OC(C)(C)C)C4)sc3c2)ccn1. RXN SMILES: [CH3:1][NH:2][C:3]([c:4]1[cH:5][c:6]([O:10][c:11]2[cH:12][c:13]3[c:14]([n:15][c:16]([S:18]([CH3:19])=[O:20])[s:17]3)[cH:21][cH:22]2)[cH:7][cH:8][n:9]1)=[O:23].[CH3:38][N:39]1[CH2:40][CH2:41][CH2:42][C:43]1=[O:44].[NH2:24][CH:25]1[CH2:26][N:27]([C:31](=[O:32])[O:33][C:34]([CH3:35])([CH3:36])[CH3:37])[CH2:28][CH2:29][CH2:30]1>>[CH3:1][NH:2][C:3]([c:4]1[cH:5][c:6]([O:10][c:11]2[cH:12][c:13]3[c:14]([n:15][c:16]([NH:24][CH:25]4[CH2:26][N:27]([C:31](=[O:32])[O:33][C:34]([CH3:35])([CH3:36])[CH3:37])[CH2:28][CH2:29][CH2:30]4)[s:17]3)[cH:21][cH:22]2)[cH:7][cH:8][n:9]1)=[O:23].